From a dataset of the Open Reaction Database (ORD), a public repository of structured organic reaction records. describe an organic reaction: reactants, conditions, products, and yield Yields the product CC(C)(C)[Si](OCCCCO)(c1ccccc1)c1ccccc1. Reactants: CC(C)(C)[Si](Cl)(c1ccccc1)c1ccccc1, OCCCCO, C1CCOC1, c1c[nH]cn1. RXN SMILES: [C:12]([CH3:13])([CH3:14])([CH3:15])[Si:16]([c:17]1[cH:18][cH:19][cH:20][cH:21][cH:22]1)([c:23]1[cH:24][cH:25][cH:26][cH:27][cH:28]1)[Cl:29].[CH2:1]([CH2:2][CH2:3][CH2:4][OH:5])[OH:6].[CH2:30]1[O:31][CH2:32][CH2:33][CH2:34]1.[nH:7]1[cH:8][cH:9][n:10][cH:11]1>>[CH2:1]([CH2:2][CH2:3][CH2:4][O:5][Si:16]([C:12]([CH3:13])([CH3:14])[CH3:15])([c:17]1[cH:18][cH:19][cH:20][cH:21][cH:22]1)[c:23]1[cH:24][cH:25][cH:26][cH:27][cH:28]1)[OH:6]. The reactants are C(C1=CC=CC=C1)ONC(=O)CNC(=O)C1=CC=C2C(=NN(C2=C1)C1CCCC1)CC (1-cyclopentyl-3-ethyl-1H-indazole-6-carboxylic acid (benzyloxycarbamoyl-methyl)-amide), O (water), C(C)(=O)OCC (ethyl acetate). The reagents and catalysts are [Pd] (Pd/C). Solvent: CO (methanol). Run at time 40 minute. The product is ONC(=O)CNC(=O)C1=CC=C2C(=NN(C2=C1)C1CCCC1)CC (1-Cyclopentyl-3-ethyl-1H-indazole-6-carboxylic acid hydroxycarbamoylmethyl-amide). Yield: 110.5%. RXN SMILES: C([O:8][NH:9][C:10]([CH2:12][NH:13][C:14]([C:16]1[CH:24]=[C:23]2[C:19]([C:20]([CH2:30][CH3:31])=[N:21][N:22]2[CH:25]2[CH2:29][CH2:28][CH2:27][CH2:26]2)=[CH:18][CH:17]=1)=[O:15])=[O:11])C1C=CC=CC=1.O.C(OCC)(=O)C>CO.[Pd]>[OH:8][NH:9][C:10]([CH2:12][NH:13][C:14]([C:16]1[CH:24]=[C:23]2[C:19]([C:20]([CH2:30][CH3:31])=[N:21][N:22]2[CH:25]2[CH2:29][CH2:28][CH2:27][CH2:26]2)=[CH:18][CH:17]=1)=[O:15])=[O:11]. Procedure details: A mixture of 120 mg (0.285 mmol, 1.0 equiv) 1-cyclopentyl-3-ethyl-1H-indazole-6-carboxylic acid (benzyloxycarbamoyl-methyl)-amide and 0.08 g 10% Pd/C, 50% water wet, in 10 mL methanol and 10 mL ethyl acetate was placed on a Parr® hydrogenation apparatus and shaken under 30 psi H2 at room temperature for 40 minutes. The reaction mixture was filtered through Celite®, and the filtrate concentrated and dried to give 104 mg of a tan solid. Trituration with hexanes gave 69 mg (73%) of a tan crystallin... Conditions: time 5 minute. Yields the product C(C)N(CC(=O)O)CP(=S)(SC(C)C)SC(C)C (ethyl-N-[bis(isopropylthio)phosphinothioylmethyl]glycine). Reaction SMILES: C([CH:3]([C:26]([OH:28])=[O:27])[N:4]([CH2:15][P:16]([S:22][CH:23]([CH3:25])[CH3:24])([S:18][CH:19]([CH3:21])[CH3:20])=[S:17])[C:5](OCC1C=CC=CC=1)=O)C.Br.[CH2:30](OCC)C>C(O)(=O)C>[CH2:5]([N:4]([CH2:15][P:16]([S:22][CH:23]([CH3:25])[CH3:24])([S:18][CH:19]([CH3:21])[CH3:20])=[S:17])[CH2:3][C:26]([OH:28])=[O:27])[CH3:30]. Reported procedure: Ethyl-N-[bis(isopropylthio)phosphinothioylmethyl]-N-(benzyloxycarbonyl)glycine (4.0 g.) was dissolved in 10 ml. of 35% hydrobromic acid in acetic acid for one hour. Diethyl ether was added and a viscous oil precipitated. The ether was decanted and the precipitate washed with diethyl ether an additional three times. The precipitate was dissolved in acetonitrile and excess propylene oxide added. After about 5 minutes, the solution was concentrated in vacuo to yield ethyl-N-[bis(isopropylthio)phosp... The solvent is C(C)(=O)O (acetic acid). Reactants: C(C)C(N(C(=O)OCC1=CC=CC=C1)CP(=S)(SC(C)C)SC(C)C)C(=O)O (Ethyl-N-[bis(isopropylthio)phosphinothioylmethyl]-N-(benzyloxycarbonyl)glycine), Br (hydrobromic acid), C(C)OCC (Diethyl ether). Starting materials: FC1=NC=C(C(=C1)I)C (2-Fluoro-4-iodo-5-methyl-pyridine), O1CCOCC1 (1.4-dioxane), C(=O)(O)CC1=CC=C(C=C1)B(O)O (4-carboxymethyl-phenyl boronic acid), P(=O)([O-])([O-])[O-].[K+].[K+].[K+] (potassium phosphate). The reagents and catalysts are C1=CC=C(C=C1)[PH+](C2=CC=CC=C2)[C]3[CH][CH][CH][CH]3.C1=CC=C(C=C1)[PH+](C2=CC=CC=C2)[C]3[CH][CH][CH][CH]3.C(Cl)Cl.Cl[Pd]Cl.[Fe] (dichloro[1,1′-bis(diphenylphoshino)ferrocene]palladium (II) dichloromethane adduct). Run at temperature 95 celsius. Product: COC(C1=CC=C(C=C1)C1=CC(=NC=C1C)F)=O (4-(2-fluoro-5-methyl-pyridin-4-yl)-benzoic acid methyl ester). Isolated yield 66.0%. RXN SMILES: [F:1][C:2]1[CH:7]=[C:6](I)[C:5]([CH3:9])=[CH:4][N:3]=1.C([CH2:13][C:14]1[CH:19]=[CH:18][C:17](B(O)O)=[CH:16][CH:15]=1)(O)=O.P([O-])([O-])([O-])=[O:24].[K+].[K+].[K+].[O:31]1CCOC[CH2:32]1>C1C=CC([PH+]([C]2[CH][CH][CH][CH]2)C2C=CC=CC=2)=CC=1.C1C=CC([PH+]([C]2[CH][CH][CH][CH]2)C2C=CC=CC=2)=CC=1.C(Cl)Cl.Cl[Pd]Cl.[Fe]>[CH3:32][O:31][C:13](=[O:24])[C:14]1[CH:15]=[CH:16][C:17]([C:6]2[C:5]([CH3:9])=[CH:4][N:3]=[C:2]([F:1])[CH:7]=2)=[CH:18][CH:19]=1 |f:2.3.4.5,7.8.9.10.11,^1:41,42,43,44,45,59,60,61,62,63|. Procedure: 2-Fluoro-4-iodo-5-methyl-pyridine (0.90 g, 3.8 mmol), 4-carboxymethyl-phenyl boronic acid (0.72 g, 4.0 mmol), potassium phosphate (2.5 g, 11.8 mmol), and dichloro[1,1′-bis(diphenylphoshino)ferrocene]palladium (II) dichloromethane adduct (0.30 g, 0.37 mmol) were combined in a screw cap tube and 1.4-dioxane (20 mL) was added. Argon was bubbled through the reaction mixture, which was then sealed and heated to 95° C. overnight. The reaction mixture was diluted with water and extracted with ethyl ace... Starting materials: [Cr](=O)(=O)([O-])O[Cr](=O)(=O)[O-].[NH+]1=CC=CC=C1.[NH+]1=CC=CC=C1 (pyridinium dichromate), C(Cl)Cl (CH2Cl2), CC(CO)(COCC1=CC=C(C=C1)OC)C (2,2-dimethyl-3-(4-methoxyphenylmethoxy)propanol), product. Run in C(C)OCC (ethyl ether). Product: CC(C=O)(COCC1=CC=C(C=C1)OC)C (2,2-Dimethyl-3-(4-methoxyphenylmethoxy)propionaldehyde). Reaction SMILES: [Cr](O[Cr]([O-])(=O)=O)([O-])(=O)=O.[NH+]1C=CC=CC=1.[NH+]1C=CC=CC=1.C(Cl)Cl.[CH3:25][C:26]([CH3:40])([CH2:29][O:30][CH2:31][C:32]1[CH:37]=[CH:36][C:35]([O:38][CH3:39])=[CH:34][CH:33]=1)[CH2:27][OH:28]>C(OCC)C>[CH3:25][C:26]([CH3:40])([CH2:29][O:30][CH2:31][C:32]1[CH:33]=[CH:34][C:35]([O:38][CH3:39])=[CH:36][CH:37]=1)[CH:27]=[O:28] |f:0.1.2|. Reported procedure: In a dry three-neck flask equipped with a mechanical stirrer and an addition funnel was placed 110 g of pyridinium dichromate and 200 ml of dry CH2Cl2. The mixture was stirred vigorously and then 42 g of 2,2-dimethyl-3-(4-methoxyphenylmethoxy)propanol, the product of Example 5a, was added in one portion. The resulting reaction mixture was stirred for 4 hours. The black brown mixture was poured into 400 ml ethyl ether and the mixture was filtered through a dry silica gel column to obtain a colorl... As a reaction SMILES: [Br:12][CH2:13][CH2:14][CH2:15][Cl:16].[C:1](=[O:2])([O-:3])[O-:4].[CH2:7]([CH2:8][CH2:9][CH3:11])[OH:10].[CH3:32][c:33]1[cH:34][cH:35][cH:36][cH:37][cH:38]1.[CH:17]([c:18]1[cH:19][cH:20][cH:21][cH:22][cH:23]1)([c:24]1[cH:25][cH:26][cH:27][cH:28][cH:29]1)[NH2:30].[K+:5].[K+:6].[OH2:31]>>[CH2:7]1[CH2:8][CH2:9][N:30]1[CH:17]([c:18]1[cH:19][cH:20][cH:21][cH:22][cH:23]1)[c:24]1[cH:25][cH:26][cH:27][cH:28][cH:29]1. The product is c1ccc(C(c2ccccc2)N2CCC2)cc1. Starting materials: ClCCCBr, O=C([O-])[O-], CCCCO, Cc1ccccc1, NC(c1ccccc1)c1ccccc1, [K+], [K+], O. Reactants: Cc1ccccc1-c1nnc(C(C)(C)Nc2ccccc2)n1C, CC(=O)OC(C)=O, ClC(Cl)Cl, Cl, c1ccncc1. Yields the product CC(=O)N(c1ccccc1)C(C)(C)c1nnc(-c2ccccc2C)n1C. Reaction SMILES: [CH3:14][C:15]([CH3:16])([c:17]1[n:18][n:19][c:20](-[c:23]2[c:24]([CH3:29])[cH:25][cH:26][cH:27][cH:28]2)[n:21]1[CH3:22])[NH:30][c:31]1[cH:32][cH:33][cH:34][cH:35][cH:36]1.[CH3:1][C:2]([O:3][C:5]([CH3:6])=[O:7])=[O:4].[CH:38]([Cl:39])([Cl:40])[Cl:41].[ClH:37].[cH:8]1[cH:9][cH:10][n:11][cH:12][cH:13]1>>[C:5]([CH3:6])(=[O:7])[N:30]([C:15]([CH3:14])([CH3:16])[c:17]1[n:18][n:19][c:20](-[c:23]2[c:24]([CH3:29])[cH:25][cH:26][cH:27][cH:28]2)[n:21]1[CH3:22])[c:31]1[cH:32][cH:33][cH:34][cH:35][cH:36]1.